The task is: describe an organic reaction: reactants, conditions, products, and yield. This data is from the Open Reaction Database (ORD), a public repository of structured organic reaction records. Reactants: CCCCCCCCCCCCCCCCCCN, CO, OCC1CO1. Yields the product CCCCCCCCCCCCCCCCCCNCC(O)CO. As a reaction SMILES: [CH2:1]([CH2:2][CH2:3][CH2:4][CH2:5][CH2:6][CH2:7][CH2:8][CH2:9][CH2:10][CH2:11][CH2:12][CH2:13][CH2:14][CH2:15][CH2:16][CH2:17][CH3:18])[NH2:19].[CH3:25][OH:26].[CH:20]1([CH2:21][OH:22])[CH2:23][O:24]1>>[CH2:1]([CH2:2][CH2:3][CH2:4][CH2:5][CH2:6][CH2:7][CH2:8][CH2:9][CH2:10][CH2:11][CH2:12][CH2:13][CH2:14][CH2:15][CH2:16][CH2:17][CH3:18])[NH:19][CH2:23][CH:20]([CH2:21][OH:22])[OH:24]. Reactants: [OH-].[K+] (potassium hydroxide), C1(=CC=CC2=CC=CC=C12)CC(C(=O)OCC)C(=O)OCC (diethyl (1-naphthyl)methylmalonate), C(C)(C)(C)O (t-butanol), C1(CCCCC1)N=C=NC1CCCCC1 (dicyclohexylcarbodiimide), N,N-dimethylaminopyridine. Run in CO (methanol). Conditions: time 1 hour. Product: C1(=CC=CC2=CC=CC=C12)CCC(=O)OC(C)(C)C (t-Butyl 3-(1-naphthyl)propionate). Yield: 71.4%. RXN SMILES: [OH-].[K+].[C:3]1([CH2:13][CH:14](C(OCC)=O)[C:15](OCC)=[O:16])[C:12]2[C:7](=[CH:8][CH:9]=[CH:10][CH:11]=2)[CH:6]=[CH:5][CH:4]=1.[C:25]([OH:29])([CH3:28])([CH3:27])[CH3:26].C1(N=C=NC2CCCCC2)CCCCC1>CO>[C:3]1([CH2:13][CH2:14][C:15]([O:29][C:25]([CH3:28])([CH3:27])[CH3:26])=[O:16])[C:12]2[C:7](=[CH:8][CH:9]=[CH:10][CH:11]=2)[CH:6]=[CH:5][CH:4]=1 |f:0.1|. Reported procedure: 18.7 g (0.333 mmole) of potassium hydroxide were added to a solution of 20 g (66.6 mmole) of diethyl (1-naphthyl)methylmalonate dissolved in 200 ml of 80% v/v aqueous methanol, The mixture was then stirred at room temperature for 1 hour, after which it was concentrated by evaporation under reduced pressure. The residue was dissolved in water, and the resulting solution was washed with ethyl acetate. The aqueous solution was acidified with concentrated hydrochloric acid and then extracted with me...